From a dataset of the Open Reaction Database (ORD), a public repository of structured organic reaction records. describe an organic reaction: reactants, conditions, products, and yield The reactants are BrC1=CC=C(C=C1)S(=O)(=O)C (1-bromo-4-(methylsulfonyl)benzene), C(#N)C=1C=C(C=CC1)B(O)O ((3-cyanophenyl)boronic acid). Product: CS(=O)(=O)C1=CC=C(C=C1)C1=CC(=CC=C1)C#N (4′-(methylsulfonyl)biphenyl-3-carbonitrile), powder. The yield is 95.0%. RXN SMILES: Br[C:2]1[CH:7]=[CH:6][C:5]([S:8]([CH3:11])(=[O:10])=[O:9])=[CH:4][CH:3]=1.[C:12]([C:14]1[CH:15]=[C:16](B(O)O)[CH:17]=[CH:18][CH:19]=1)#[N:13]>>[CH3:11][S:8]([C:5]1[CH:6]=[CH:7][C:2]([C:18]2[CH:17]=[CH:16][CH:15]=[C:14]([C:12]#[N:13])[CH:19]=2)=[CH:3][CH:4]=1)(=[O:10])=[O:9]. Reported procedure: By a method similar to that in Example 81 and using 1-bromo-4-(methylsulfonyl)benzene and (3-cyanophenyl)boronic acid, the title compound was obtained as a pale-yellow powder (10.4 g, 95%). The reactants are CC1=C(C=CC(=C1C)OC)O (2,3-dimethyl-4-methoxyphenol), C(C)(C)(C)N1CC(C1)O (1-(tert.-butyl)-3-azetidinol), [OH-].[K+] (potassium hydroxide). Solvent: Cl (hydrochloric acid). Run at temperature 140 celsius. The product is 10.2, CC1=C(OCC(CNC(C)(C)C)O)C=CC(=C1C)OC (1-(2',3'-dimethyl-4'-methoxyphenoxy)-3-(tert.-butylamino)-2-propanol). The yield is 72.5%. RXN SMILES: [CH3:1][C:2]1[C:7]([CH3:8])=[C:6]([O:9][CH3:10])[CH:5]=[CH:4][C:3]=1[OH:11].[C:12]([N:16]1[CH2:19][CH:18]([OH:20])[CH2:17]1)([CH3:15])([CH3:14])[CH3:13].[OH-].[K+]>Cl>[CH3:1][C:2]1[C:7]([CH3:8])=[C:6]([O:9][CH3:10])[CH:5]=[CH:4][C:3]=1[O:11][CH2:17][CH:18]([OH:20])[CH2:19][NH:16][C:12]([CH3:13])([CH3:14])[CH3:15] |f:2.3|. Reported procedure: A mixture of 9.1 parts of 2,3-dimethyl-4-methoxyphenol, 6.5 parts of 1-(tert.-butyl)-3-azetidinol and 0.3 part of potassium hydroxide was heated under nitrogen gas at 140° C. for 8 hours with agitation. The reaction product was dissolved in 100 parts of 2N-hydrochloric acid aqueous solution and washed twice with 100 parts of ether. The water layer was made alkaline with 4N-sodium hydroxide aqueous solution, and the resulting crystals were recovered by filtration and dried. Then the crystals were... The reactants are NC1=NC(=CC(=N1)OC)C (2-amino-4-methoxy-6-methylpyrimidine), [N+](=O)([O-])C=1C=C(SC1)S(=O)(=O)N=C=O (4-nitrothiophene-2-sulfonyl isocyanate). The solvent is C(C)#N (acetonitrile). Yields the product COC1=NC(=NC(=C1)C)NC(=O)NS(=O)(=O)C=1SC=C(C1)[N+](=O)[O-] (N-[(4-Methoxy-6-methyl-2-pyrimidinyl)aminocarbonyl]-4-nitrothiophene-2-sulfonamide). RXN SMILES: [NH2:1][C:2]1[N:7]=[C:6]([O:8][CH3:9])[CH:5]=[C:4]([CH3:10])[N:3]=1.[N+:11]([C:14]1[CH:15]=[C:16]([S:19]([N:22]=[C:23]=[O:24])(=[O:21])=[O:20])[S:17][CH:18]=1)([O-:13])=[O:12]>C(#N)C>[CH3:9][O:8][C:6]1[CH:5]=[C:4]([CH3:10])[N:3]=[C:2]([NH:1][C:23]([NH:22][S:19]([C:16]2[S:17][CH:18]=[C:14]([N+:11]([O-:13])=[O:12])[CH:15]=2)(=[O:21])=[O:20])=[O:24])[N:7]=1. Procedure: To 1.4 g of 2-amino-4-methoxy-6-methylpyrimidine in 25 ml of anhydrous acetonitrile was added 2.4 g of 4-nitrothiophene-2-sulfonyl isocyanate with stirring at ambient temperature. After stirring for sixteen hours, the mixture was filtered and the precipitate washed with 1-chlorobutane. It melted at 155° with decomposition and showed an infrared absorption spectrum with peaks at 1700, 1620 and 1570 cm-1 consistent for the desired structure. Reactants: CI (methyl iodide), residue, C(C)(C)(C)OC(=O)N1CC(N(CC1)CCNC1=C(C(=NC(=C1Cl)Cl)Cl)Cl)=O (4-(tert-Butyloxycarbonyl)-1-[2-(2,3,5,6-tetrachloropyridin-4-ylamino)-ethyl]-piperazin-2-one), [H][H] (hydrogen), [H-].[Na+] (NaH), C[O-].[Na+] (NaOMe). Reagents/catalysts: [Pd] (Pd/C). Solvent: CO (methanol), CN(C)C=O (DMF), CCOC(=O)C (EtOAc), CO (MeOH). Conditions: time 8 hour. Product: C(C)(C)(C)OC(=O)N1CC(N(CC1)CCN(C1=CC=NC=C1)C)=O (4-(tert-Butyloxycarbonyl)-1-[2-{(methyl)-(pyridin-4-yl)-amino}-ethyl]-piperazin-2-one), residue. RXN SMILES: [C:1]([O:5][C:6]([N:8]1[CH2:13][CH2:12][N:11]([CH2:14][CH2:15][NH:16][C:17]2[C:22](Cl)=[C:21](Cl)[N:20]=[C:19](Cl)[C:18]=2Cl)[C:10](=[O:27])[CH2:9]1)=[O:7])([CH3:4])([CH3:3])[CH3:2].[H-].[Na+].[CH3:30]I.C[O-].[Na+].[H][H]>CN(C=O)C.CCOC(C)=O.CO.[Pd]>[C:1]([O:5][C:6]([N:8]1[CH2:13][CH2:12][N:11]([CH2:14][CH2:15][N:16]([CH3:30])[C:17]2[CH:22]=[CH:21][N:20]=[CH:19][CH:18]=2)[C:10](=[O:27])[CH2:9]1)=[O:7])([CH3:4])([CH3:3])[CH3:2] |f:1.2,4.5|. Reported procedure: 4-(tert-Butyloxycarbonyl)-1-[2-(2,3,5,6-tetrachloropyridin-4-ylamino)-ethyl]-piperazin-2-one (0.19 g, 0.41 mmol), Example 92, Part B, is dissolved in DMF (3 ml) and treated with 60% NaH (20 mg, 0.5 mmol). After 10 minutes methyl iodide (0.025 ml, 0.40 mmol) is added and the yellow solution is stirred at r.t. overnight. The solution is diluted with EtOAc and washed with H2O (6×). The organic layer is dried (MgSO4) and concentrated to a residue (0.19 g, 0.40 mmol). The residue is dissolved in meth...